Dataset: the Open Reaction Database (ORD), a public repository of structured organic reaction records. Task: describe an organic reaction: reactants, conditions, products, and yield Reactants: C(C1=CC=CC=C1)OC[C@@H]1OCCC[C@H]1OC1OCCCC1 (trans-2-benzyloxymethyl-3-(tetrahydropyran-2-yloxy)tetrahydropyran), [H][H] (hydrogen). The reagents and catalysts are [Pd] (palladium on activated carbon). The solvent is O1CCCC1 (tetrahydrofuran). The product is O1C(CCCC1)O[C@H]1[C@@H](OCCC1)CO (trans-3-(Tetrahydropyran-2-yloxy)tetrahydropyran-2-ylmethanol). As a reaction SMILES: C([O:8][CH2:9][C@H:10]1[C@H:15]([O:16][CH:17]2[CH2:22][CH2:21][CH2:20][CH2:19][O:18]2)[CH2:14][CH2:13][CH2:12][O:11]1)C1C=CC=CC=1.[H][H]>O1CCCC1.[Pd]>[O:18]1[CH2:19][CH2:20][CH2:21][CH2:22][CH:17]1[O:16][C@@H:15]1[CH2:14][CH2:13][CH2:12][O:11][C@H:10]1[CH2:9][OH:8]. Procedure details: 2.93 g of dl-trans-2-benzyloxymethyl-3-(tetrahydropyran-2-yloxy)tetrahydropyran (prepared as described in Preparation 35) were dissolved in 130 ml of tetrahydrofuran and were then hydrogenated at room temperature for 8 hours in the presence of 1.30 g of a 10% w/w palladium on activated carbon catalyst and of hydrogen at an initial pressure of 4 atmospheres (about 4 bars). The catalyst was removed by filtration, and then the solvent was distilled off. The resulting residue was purified by column ... Starting materials: [N+](=O)([O-])C1=CC=C(OC2=CC(=NC=C2)C2=CC=CC=C2)C=C1 (4-(4-nitrophenoxy)-2-phenylpyridine), [Cl-].[NH4+] (ammonium chloride), C(C)O (ethanol), CN(C=O)C (dimethylformamide). The reagents and catalysts are [Fe] (iron). Run in O (water). Yields the product C1(=CC=CC=C1)C1=NC=CC(=C1)OC1=CC=C(N)C=C1 (4-(2-phenylpyridin-4-yl)oxyaniline). Yield: 104.6%. Reaction SMILES: [N+:1]([C:4]1[CH:22]=[CH:21][C:7]([O:8][C:9]2[CH:14]=[CH:13][N:12]=[C:11]([C:15]3[CH:20]=[CH:19][CH:18]=[CH:17][CH:16]=3)[CH:10]=2)=[CH:6][CH:5]=1)([O-])=O.[Cl-].[NH4+].C(O)C.CN(C)C=O>[Fe].O>[C:15]1([C:11]2[CH:10]=[C:9]([O:8][C:7]3[CH:6]=[CH:5][C:4]([NH2:1])=[CH:22][CH:21]=3)[CH:14]=[CH:13][N:12]=2)[CH:16]=[CH:17][CH:18]=[CH:19][CH:20]=1 |f:1.2|. Procedure details: 4-(4-nitrophenoxy)-2-phenylpyridine (490 mg), iron powder (1 g), ammonium chloride (2 g), ethanol (10 ml), dimethylformamide (10 ml) and water (5 ml) were stirred at 100° C. for 10 minutes. The mixture was filtered with celite, water was added to the filtrate, and extraction was performed with ethyl acetate. The organic layer was washed 5 times with water, and then the solvent was distilled off under reduced pressure to obtain 4-(2-phenylpyridin-4-yl)oxyaniline (460 mg) as a brown oil.